Dataset: the Open Reaction Database (ORD), a public repository of structured organic reaction records. Task: describe an organic reaction: reactants, conditions, products, and yield Starting materials: C(C)OC(=O)C1CCN(CC1)C1=NC=CC(=C1)C(C(C)C1=C(C=C(C=C1)O)Cl)(C(F)(F)F)O (4′-[2-(2-chloro-4-hydroxy-phenyl)-1-hydroxy-1-trifluoromethyl-propyl]-3,4,5,6-tetrahydro-2H-[1,2′]bipyridinyl-4-carboxylic acid ethyl ester), ICC (iodoethane), O (water). The reagents and catalysts are C([O-])([O-])=O.[Ag+2] (silver carbonate). Solvent: CN(C)C=O (DMF). Run at temperature 80 celsius, time 17 hour. Product: C(C)OC(=O)C1CCN(CC1)C1=NC=CC(=C1)C(C(C)C1=C(C=C(C=C1)OCC)Cl)(C(F)(F)F)O (4′-[2-(2-chloro-4-ethoxy-phenyl)-1-hydroxy-1-trifluoromethyl-propyl]-3,4,5,6-tetrahydro-2H-[1,2′]bipyridinyl-4-carboxylic acid ethyl ester). As a reaction SMILES: [CH2:1]([O:3][C:4]([CH:6]1[CH2:11][CH2:10][N:9]([C:12]2[CH:17]=[C:16]([C:18]([OH:33])([C:29]([F:32])([F:31])[F:30])[CH:19]([C:21]3[CH:26]=[CH:25][C:24]([OH:27])=[CH:23][C:22]=3[Cl:28])[CH3:20])[CH:15]=[CH:14][N:13]=2)[CH2:8][CH2:7]1)=[O:5])[CH3:2].I[CH2:35][CH3:36].O>CN(C=O)C.C(=O)([O-])[O-].[Ag+2]>[CH2:1]([O:3][C:4]([CH:6]1[CH2:7][CH2:8][N:9]([C:12]2[CH:17]=[C:16]([C:18]([OH:33])([C:29]([F:30])([F:31])[F:32])[CH:19]([C:21]3[CH:26]=[CH:25][C:24]([O:27][CH2:35][CH3:36])=[CH:23][C:22]=3[Cl:28])[CH3:20])[CH:15]=[CH:14][N:13]=2)[CH2:10][CH2:11]1)=[O:5])[CH3:2] |f:4.5|. Procedure details: 4′-[2-(2-Chloro-4-hydroxy-phenyl)-1-hydroxy-1-trifluoromethyl-propyl]-3,4,5,6-tetrahydro-2H-[1,2′]bipyridinyl-4-carboxylic acid ethyl ester (Step 1, 31 mg) and silver carbonate (18 mg) in DMF (1 mL), were reacted with iodoethane (0.006 mL) and stirred at 80° C. for 17 h. The reaction mixture was poured into water (10 mL), and extracted twice with ethyl acetate. The combined organic phases were washed with brine, dried over MgSO4 and evaporated in vacuo. The residue was purified by flash chromato...